Dataset: the Open Reaction Database (ORD), a public repository of structured organic reaction records. Task: describe an organic reaction: reactants, conditions, products, and yield Reactants: [N-]=[N+]=[N-].[Na+] (sodium azide), O (water), C1(=CC=C(C=C1)S(=O)(=O)Cl)C (p-Toluenesulfonyl chloride), OC[C@H]1CC(N(C1)C=1C=CC2=C(NC(CO2)=O)C1)=O (6-[(4S)-4-(hydroxymethyl)-2-oxopyrrolidin-1-yl]-2H-1,4-benzoxazin-3(4H)-one). The solvent is ClCCl (dichloromethane), N1=CC=CC=C1 (pyridine), ClCCl (dichloromethane). Reaction conditions: time 24 hour. Product: N(=[N+]=[N-])C[C@H]1CC(N(C1)C=1C=CC2=C(NC(CO2)=O)C1)=O (6-[(4S)-4-(Azidomethyl)-2-oxopyrrolidin-1-yl]-2H-1,4-benzoxazin-3(4H)-one). Yield: 65.3%. RXN SMILES: C1(C)C=CC(S(Cl)(=O)=O)=CC=1.O[CH2:13][C@@H:14]1[CH2:18][N:17]([C:19]2[CH:20]=[CH:21][C:22]3[O:27][CH2:26][C:25](=[O:28])[NH:24][C:23]=3[CH:29]=2)[C:16](=[O:30])[CH2:15]1.[N-:31]=[N+:32]=[N-:33].[Na+].O>N1C=CC=CC=1.ClCCl>[N:31]([CH2:13][C@@H:14]1[CH2:18][N:17]([C:19]2[CH:20]=[CH:21][C:22]3[O:27][CH2:26][C:25](=[O:28])[NH:24][C:23]=3[CH:29]=2)[C:16](=[O:30])[CH2:15]1)=[N+:32]=[N-:33] |f:2.3|. Procedure details: p-Toluenesulfonyl chloride (611 mg, 3.20 mmol) was added at room temperature to a solution of 6-[(4S)-4-(hydroxymethyl)-2-oxopyrrolidin-1-yl]-2H-1,4-benzoxazin-3(4H)-one (420 mg, 1.60 mmol) in pyridine (5 ml) and the mixture was stirred for 24 hours. The reaction solution was concentrated under reduced pressure and the obtained resultant was dissolved in dichloromethane and washed with 1N hydrochloric acid. The aqueous layer was extracted with dichloromethane and the organic layer was washed seq... The reactants are C(C)N(CCCN1N=C(C2=C(C=CC=C12)Cl)N)CC (1-(3-diethylaminopropyl)-3-amino-4-chloroindazole), C1(C=2C(C(N1C1=NNC3=CC=CC(=C13)Cl)=O)=CC=CC2)=O (3-phthalimido-4-chloroindazole), Br.BrCCCN(CC)CC (3-bromopropyldiethylamine hydrobromide), C1(C=2C(C(N1C1=NNC3=CC=CC=C13)=O)=CC=CC2)=O (3-phthalimidoindazole), Br.BrCCCN1CCCC1 (3-bromopropylpyrrolidine hydrobromide). The product is N1(CCCC1)CCCN1N=C(C2=CC=CC=C12)N (1-(3-pyrrolidinopropyl)-3-aminoindazole). Reaction SMILES: [CH2:1]([N:3]([CH2:18][CH3:19])[CH2:4][CH2:5][CH2:6][N:7]1[C:15]2[C:10](=[C:11](Cl)[CH:12]=[CH:13][CH:14]=2)[C:9]([NH2:17])=[N:8]1)[CH3:2].C1(=O)N(C2C3C(=CC=CC=3)NN=2)C(=O)C2=CC=CC=C12.Br.BrCCCN1CCCC1.C1(=O)N(C2C3C(=CC=CC=3Cl)NN=2)C(=O)C2=CC=CC=C12.Br.BrCCCN(CC)CC>>[N:3]1([CH2:4][CH2:5][CH2:6][N:7]2[C:15]3[C:10](=[CH:11][CH:12]=[CH:13][CH:14]=3)[C:9]([NH2:17])=[N:8]2)[CH2:18][CH2:19][CH2:2][CH2:1]1 |f:2.3,5.6|. Procedure details: The same procedures for preparing 1-(3-diethylaminopropyl)-3-amino-4-chloroindazole as described in Example 89 were repeated except that 8 g of 3-phthalimidoindazole and 9.5 g of 3-bromopropylpyrrolidine hydrobromide were employed instead of the 3-phthalimido-4-chloroindazole and the 3-bromopropyldiethylamine hydrobromide, respectively. As a result, 8.2 g of 1-(3-pyrrolidinopropyl)-3-aminoindazole was obtained. The product is N1C(=NC2=C1C=CC=C2)C(=O)C2=CC=C(OC1=NC=CC=C1C1=CC(CC1)=O)C=C2 (3-(2-(4-(1H-benzo[d]imidazole-2-carbonyl)phenoxy)pyridin-3-yl)cyclopent-2-enone). Reaction conditions: temperature 105 celsius, time 6 hour. Procedure: A suspension of (1H-benzo[d]imidazol-2-yl)(4-(3-bromopyridin-2-yloxy)phenyl)methanone (500 mg, 1.268 mmol), 2-cyclopenten-1-one (0.410 mL, 5.07 mmol), 105° C. and bis(tri-tert-butylphosphine)palladium (0) (64.8 mg, 0.127 mmol) in Dioxane (4 mL) was capped, degassed and backfilled with argon. The reaction was heated at 105° C. After 6 h, the reaction was cooled to 23° C., concentrated in vacuo and purified by silica gel chromatography (eluant: 40-100% EtOAc/hexane), affording the product as a yel... Starting materials: N1C(=NC2=C1C=CC=C2)C(=O)C2=CC=C(C=C2)OC2=NC=CC=C2Br ((1H-benzo[d]imidazol-2-yl)(4-(3-bromopyridin-2-yloxy)phenyl)methanone), C1(C=CCC1)=O (2-cyclopenten-1-one). Run in O1CCOCC1 (Dioxane). RXN SMILES: [NH:1]1[C:5]2[CH:6]=[CH:7][CH:8]=[CH:9][C:4]=2[N:3]=[C:2]1[C:10]([C:12]1[CH:17]=[CH:16][C:15]([O:18][C:19]2[C:24](Br)=[CH:23][CH:22]=[CH:21][N:20]=2)=[CH:14][CH:13]=1)=[O:11].[C:26]1(=[O:31])[CH2:30][CH2:29][CH:28]=[CH:27]1>O1CCOCC1.CC(C)([P](C(C)(C)C)([Pd][P](C(C)(C)C)(C(C)(C)C)C(C)(C)C)C(C)(C)C)C>[NH:1]1[C:5]2[CH:6]=[CH:7][CH:8]=[CH:9][C:4]=2[N:3]=[C:2]1[C:10]([C:12]1[CH:17]=[CH:16][C:15]([O:18][C:19]2[C:24]([C:28]3[CH2:29][CH2:30][C:26](=[O:31])[CH:27]=3)=[CH:23][CH:22]=[CH:21][N:20]=2)=[CH:14][CH:13]=1)=[O:11] |^1:40,46|. Reagents/catalysts: CC(C)([P](C(C)(C)C)([Pd][P](C(C)(C)C)(C(C)(C)C)C(C)(C)C)C(C)(C)C)C (bis(tri-tert-butylphosphine)palladium). Reactants: ClC1=CC=C(N=N1)C=1C=C(C=CC1)NC(C)=O (N-[3-(6-chloro-3-pyridazinyl)-phenyl]acetamide), [H-].[Na+] (sodium hydride), CN(C=O)C (dimethylformamide), CI (methyl iodide), CI (methyl iodide), [H-].[Na+] (sodium hydride), CI (methyl iodide). Run in O (water). Run at time 1 hour. Product: CN(C(C)=O)C1=CC(=CC=C1)C=1N=NC(=CC1)Cl (N-Methyl-N-[3-(6-chloro-3-pyridazinyl)phenyl]acetamide). Reaction SMILES: [Cl:1][C:2]1[N:7]=[N:6][C:5]([C:8]2[CH:9]=[C:10]([NH:14][C:15](=[O:17])[CH3:16])[CH:11]=[CH:12][CH:13]=2)=[CH:4][CH:3]=1.[H-].[Na+].[CH3:20]N(C)C=O.CI>O>[CH3:20][N:14]([C:10]1[CH:11]=[CH:12][CH:13]=[C:8]([C:5]2[N:6]=[N:7][C:2]([Cl:1])=[CH:3][CH:4]=2)[CH:9]=1)[C:15](=[O:17])[CH3:16] |f:1.2|. Procedure details: A mixture of 2.25 g of N-[3-(6-chloro-3-pyridazinyl)-phenyl]acetamide, 0.48 g of sodium hydride (50% in oil) and 100 ml of dimethylformamide was stirred under argon for 1 hour. To the mixture was added 0.6 ml of methyl iodide and after stirring 5 hours, an additional 0.6 ml of methyl iodide. After stirring overnight, 0.3 g of sodium hydride (50% in oil), then 0.6 ml of methyl iodide were added and stirring continued for 2 hours. The mixture was poured into water, filtered and the filtrate extrac...